This data is from the Open Reaction Database (ORD), a public repository of structured organic reaction records. The task is: describe an organic reaction: reactants, conditions, products, and yield Starting materials: Cl.CC1(N(C(N(C1=O)[C@H](CN[C@@H](CC(=O)OCC)C1=CC=CC=C1)CC(C)C)=O)CC1=CC(=C(C=C1)NC(=O)NC1=C(C=CC=C1)C)OC)C (Ethyl (S)-3-((S)-2-(4,4-dimethyl-3-(4-(3-(2-methylphenyl)ureido)-3-methoxybenzyl)-2,5-dioxoimidazolidin-1-yl)-4-methylpentylamino)-3-phenylpropionate hydrochloride). Solvent: Cl (hydrochloric acid), C1CCOC1 (THF). Product: Cl.CC1(N(C(N(C1=O)[C@H](CN[C@@H](CC(=O)O)C1=CC=CC=C1)CC(C)C)=O)CC1=CC(=C(C=C1)NC(=O)NC1=C(C=CC=C1)C)OC)C ((S)-3-((S)-2-(4,4-Dimethyl-3-(4-(3-(2-methylphenyl)ureido)-3-methoxybenzyl)-2,5-dioxoimidazolidin-1-yl)-4-methylpentylamino)-3-phenylpropionic acid hydrochloride). Isolated yield 19.7%. Reaction SMILES: [ClH:1].[CH3:2][C:3]1([CH3:50])[C:7](=[O:8])[N:6]([C@@H:9]([CH2:25][CH:26]([CH3:28])[CH3:27])[CH2:10][NH:11][C@H:12]([C:19]2[CH:24]=[CH:23][CH:22]=[CH:21][CH:20]=2)[CH2:13][C:14]([O:16]CC)=[O:15])[C:5](=[O:29])[N:4]1[CH2:30][C:31]1[CH:36]=[CH:35][C:34]([NH:37][C:38]([NH:40][C:41]2[CH:46]=[CH:45][CH:44]=[CH:43][C:42]=2[CH3:47])=[O:39])=[C:33]([O:48][CH3:49])[CH:32]=1>Cl.C1COCC1>[ClH:1].[CH3:50][C:3]1([CH3:2])[C:7](=[O:8])[N:6]([C@@H:9]([CH2:25][CH:26]([CH3:28])[CH3:27])[CH2:10][NH:11][C@H:12]([C:19]2[CH:20]=[CH:21][CH:22]=[CH:23][CH:24]=2)[CH2:13][C:14]([OH:16])=[O:15])[C:5](=[O:29])[N:4]1[CH2:30][C:31]1[CH:36]=[CH:35][C:34]([NH:37][C:38]([NH:40][C:41]2[CH:46]=[CH:45][CH:44]=[CH:43][C:42]=2[CH3:47])=[O:39])=[C:33]([O:48][CH3:49])[CH:32]=1 |f:0.1,4.5|. Procedure: A solution of 100 mg (0.149 mmol) of the compound of example 9 in 6N hydrochloric acid and THF was heated at 60° C. for 4 h. The THF was removed in vacuo and the residue was freeze-dried. Following purification by means of preparative HPLC, chromatography over silica gel using dichloromethane/methanol/acetic acid/water (9.5/0.5/0.05/0.05), concentrating the product fractions and freeze-drying in the presence of 2N hydrochloric acid, 20 mg (21%) of the title compound were obtained.